Task: describe an organic reaction: reactants, conditions, products, and yield. Dataset: the Open Reaction Database (ORD), a public repository of structured organic reaction records Starting materials: N1=CN=C2N=CNC2=C1 (purine), FC1=CC=C(C=C1)[N+](=O)[O-] (4-fluoronitrobenzene), ClC1=C(C=C(C=C1)N=C=O)C(F)(F)F (4-chloro-3-(trifluoromethyl)phenyl isocyanate). The product is ClC1=C(C=C(C=C1)NC(=O)NC1=CC=C(C=C1)N1C=NC2=NC=NC=C12)C(F)(F)F (1-(4-chloro-3-(trifluoromethyl)phenyl)-3-(4-purin-7-ylphenyl)urea). RXN SMILES: [N:1]1[CH:9]=[C:8]2[C:4]([N:5]=[CH:6][NH:7]2)=[N:3][CH:2]=1.F[C:11]1[CH:16]=[CH:15][C:14]([N+:17]([O-])=O)=[CH:13][CH:12]=1.[Cl:20][C:21]1[CH:26]=[CH:25][C:24]([N:27]=[C:28]=[O:29])=[CH:23][C:22]=1[C:30]([F:33])([F:32])[F:31]>>[Cl:20][C:21]1[CH:26]=[CH:25][C:24]([NH:27][C:28]([NH:17][C:14]2[CH:15]=[CH:16][C:11]([N:7]3[C:8]4[C:4](=[N:3][CH:2]=[N:1][CH:9]=4)[N:5]=[CH:6]3)=[CH:12][CH:13]=2)=[O:29])=[CH:23][C:22]=1[C:30]([F:31])([F:32])[F:33]. Procedure: The title compound can be synthesized from purine, 4-fluoronitrobenzene and 4-chloro-3-(trifluoromethyl)phenyl isocyanate by using the same techniques as in Example 1. Procedure: To a stirred solution of n-octyltriphenylphosphonium bromide (2124 mg) in dry THF (10 ml) and dry HMPA (5 ml), there was added n-BuLi (4.0 ml, 1.6M in n-hexane) at 0° C. After the mixture was stirred at 0° C. for 30 min, a solution of (2S,3R,4S,5S)-4-methoxy-5-methyl-3-(tert-butyldimethylsilyloxy)tetrahydro-2H-pyran-2-carbaldehyde (497 mg) in dry THF (3 ml) was added to the resulting orange solution. The mixture was stirred at 0° C. for 30 min, and at room temperature for 2 hours. The reaction w... Isolated yield 90.8%. As a reaction SMILES: [Br-].[CH2:2]([P+](C1C=CC=CC=1)(C1C=CC=CC=1)C1C=CC=CC=1)[CH2:3][CH2:4][CH2:5][CH2:6][CH2:7][CH2:8][CH3:9].[Li]CCCC.[CH3:34][O:35][C@H:36]1[C@@H:41]([CH3:42])[CH2:40][O:39][C@H:38]([CH:43]=O)[C@@H:37]1[O:45][Si:46]([C:49]([CH3:52])([CH3:51])[CH3:50])([CH3:48])[CH3:47]>C1COCC1.CN(P(N(C)C)(N(C)C)=O)C>[Si:46]([O:45][C@@H:37]1[C@@H:36]([O:35][CH3:34])[C@@H:41]([CH3:42])[CH2:40][O:39][C@H:38]1/[CH:43]=[CH:2]\[CH2:3][CH2:4][CH2:5][CH2:6][CH2:7][CH2:8][CH3:9])([C:49]([CH3:52])([CH3:51])[CH3:50])([CH3:47])[CH3:48] |f:0.1|. Conditions: temperature 0 celsius, time 30 minute. Run in C1CCOC1 (THF), CN(C)P(=O)(N(C)C)N(C)C (HMPA), C1CCOC1 (THF). Product: [Si](C)(C)(C(C)(C)C)O[C@H]1[C@@H](OC[C@@H]([C@@H]1OC)C)\C=C/CCCCCCC ((2S,3R,4S,5S)-3-(tert-butyldimethylsilyloxy)-4-methoxy-5-methyl-2-[(Z)-1-nonenyl]tetrahydro-2H-pyran). Reactants: [Br-].C(CCCCCCC)[P+](C1=CC=CC=C1)(C1=CC=CC=C1)C1=CC=CC=C1 (n-octyltriphenylphosphonium bromide), [Li]CCCC (n-BuLi), CO[C@@H]1[C@H]([C@H](OC[C@@H]1C)C=O)O[Si](C)(C)C(C)(C)C ((2S,3R,4S,5S)-4-methoxy-5-methyl-3-(tert-butyldimethylsilyloxy)tetrahydro-2H-pyran-2-carbaldehyde). The reactants are solution, CCCC[N+](CCCC)(CCCC)CCCC.[F-] (TBAF), [Si](C)(C)(C(C)(C)C)OC=1C(=C(C=O)C=C(C1)OCC)F (3-(tert-butyldimethylsilyloxy)-5-ethoxy-2-fluorobenzaldehyde), A1. Run in C1CCOC1 (THF), C1CCOC1 (THF), CCOC(=O)C (EtOAc). Conditions: time 30 minute. Yields the product C(C)OC=1C=C(C(=C(C=O)C1)F)O (5-ethoxy-2-fluoro-3-hydroxybenzaldehyde). Reaction SMILES: [Si]([O:8][C:9]1[C:10]([F:20])=[C:11]([CH:14]=[C:15]([O:17][CH2:18][CH3:19])[CH:16]=1)[CH:12]=[O:13])(C(C)(C)C)(C)C.CCCC[N+](CCCC)(CCCC)CCCC.[F-]>C1COCC1.CCOC(C)=O>[CH2:18]([O:17][C:15]1[CH:16]=[C:9]([OH:8])[C:10]([F:20])=[C:11]([CH:14]=1)[CH:12]=[O:13])[CH3:19] |f:1.2|. Reported procedure: To a solution of 3-(tert-butyldimethylsilyloxy)-5-ethoxy-2-fluorobenzaldehyde (7.25 g, 24.3 mmol), prepared according to WO2003066588 A1, which is incorporated herein by reference, in 50 mL THF at 0° C., was added a 1 M solution of TBAF in THF (24.3 mL, 24.3 mmol). The mixture was stirred for 30 min, then was diluted with EtOAc, washed with H2O (2×) and brine, dried (Na2SO4) and concentrated. The crude product was purified by flash chromatography (0 to 50% EtOAc/hexanes gradient) to afford Inter... Starting materials: ClC1=CC=C(C=C1)C(N1CCNCC1)C1=CC=CC=C1 ((−)-1-[(4-chlorophenyl)phenylmethyl]piperazine), C([O-])([O-])=O.[Na+].[Na+] (sodium carbonate), ClCCO (2-chloroethanol), [I-].[K+] (potassium iodide). Run in C1(=CC=CC=C1)C (toluene). Conditions: temperature 30 celsius. The product is ClC1=CC=C(C=C1)C(N1CCN(CC1)CCO)C1=CC=CC=C1 (2-[4-[(4-Chlorophenyl)-phenylmethyl]-1-piperazinyl]ethanol). Reaction SMILES: [Cl:1][C:2]1[CH:7]=[CH:6][C:5]([CH:8]([C:15]2[CH:20]=[CH:19][CH:18]=[CH:17][CH:16]=2)[N:9]2[CH2:14][CH2:13][NH:12][CH2:11][CH2:10]2)=[CH:4][CH:3]=1.Cl[CH2:22][CH2:23][OH:24].[I-].[K+].C(=O)([O-])[O-].[Na+].[Na+]>C1(C)C=CC=CC=1>[Cl:1][C:2]1[CH:3]=[CH:4][C:5]([CH:8]([C:15]2[CH:16]=[CH:17][CH:18]=[CH:19][CH:20]=2)[N:9]2[CH2:10][CH2:11][N:12]([CH2:22][CH2:23][OH:24])[CH2:13][CH2:14]2)=[CH:6][CH:7]=1 |f:2.3,4.5.6|. Reported procedure: Levorotatory (−)-1-[(4-chlorophenyl)phenylmethyl]piperazine (50 gm), 2-chloroethanol (31.4 gm), potassium iodide (1.3 gm) and sodium carbonate (40.8 gm) are taken in toluene (446 ml) and refluxed for 24 hours. The reaction mixture is cooled to 25-35° C., washed with water (285 ml) followed by two times with water (each time 185 ml). The layers are separated. Toluene is evaporated from organic layer under reduced pressure to yield 58 gm of levorotatory (−)-[2-[4-[(4-Chlorophenyl)-phenylmethyl]-1-... Starting materials: C(C)(C)(C)OC(=O)N1C[C@H]([C@@H](CC1)N)C(=O)N1C[C@@H](CCC1)CC1=CC=C(C=C1)F ((3R,4R)-4-amino-3-[(S)-3-(4-fluoro-benzyl)-piperidine-1-carbonyl]-piperidine-1-carboxylic acid t-butyl ester), C1(=CC=CC=C1)OC(NC1=CC(=CC=C1)C1=NN=NN1C)=O ([3-(1-methyl-1H-tetrazol-5-yl)-phenyl]-carbamic acid phenyl ester). Run in CN(C=O)C (dimethylformamide), C(C)(=O)OCC (ethyl acetate). Conditions: time 19 hour. Product: C(C)(C)(C)OC(=O)N1C[C@H]([C@@H](CC1)NC(=O)NC1=CC(=CC=C1)C1=NN=NN1C)C(=O)N1C[C@@H](CCC1)CC1=CC=C(C=C1)F ((3R,4R)-3-[(S)-3-(4-fluoro-benzyl)-piperidine-1-carbonyl]-4-{3-[3-(1-methyl-1H-tetrazol-5-yl)-phenyl]-ureido}-piperidine-1-carboxylic acid t-butyl ester). Isolated yield 74.8%. RXN SMILES: [C:1]([O:5][C:6]([N:8]1[CH2:13][CH2:12][C@@H:11]([NH2:14])[C@H:10]([C:15]([N:17]2[CH2:22][CH2:21][CH2:20][C@@H:19]([CH2:23][C:24]3[CH:29]=[CH:28][C:27]([F:30])=[CH:26][CH:25]=3)[CH2:18]2)=[O:16])[CH2:9]1)=[O:7])([CH3:4])([CH3:3])[CH3:2].C1([O:37][C:38](=O)[NH:39][C:40]2[CH:45]=[CH:44][CH:43]=[C:42]([C:46]3[N:50]([CH3:51])[N:49]=[N:48][N:47]=3)[CH:41]=2)C=CC=CC=1>CN(C)C=O.C(OCC)(=O)C>[C:1]([O:5][C:6]([N:8]1[CH2:13][CH2:12][C@@H:11]([NH:14][C:38]([NH:39][C:40]2[CH:45]=[CH:44][CH:43]=[C:42]([C:46]3[N:50]([CH3:51])[N:49]=[N:48][N:47]=3)[CH:41]=2)=[O:37])[C@H:10]([C:15]([N:17]2[CH2:22][CH2:21][CH2:20][C@@H:19]([CH2:23][C:24]3[CH:29]=[CH:28][C:27]([F:30])=[CH:26][CH:25]=3)[CH2:18]2)=[O:16])[CH2:9]1)=[O:7])([CH3:4])([CH3:2])[CH3:3]. Procedure: In a dry flask (3R,4R)-4-amino-3-[(S)-3-(4-fluoro-benzyl)-piperidine-1-carbonyl]-piperidine-1-carboxylic acid t-butyl ester (350 mg, 0.834 mmol) was dissolved in dimethylformamide (5 mL) and [3-(1-methyl-1H-tetrazol-5-yl)-phenyl]-carbamic acid phenyl ester (285 mg, 0.965 mmol) was added. The reaction mixture was stirred for 19 hours. The reaction mixture was diluted with ethyl acetate and extracted three times with water. The combined aqueous extracts were extracted with ethyl acetate. The combi... Reactants: ClC1=NC=C(C(=O)N[C@@H](C)C(C)(C)C)C=C1 (6-Chloro-N-[(S)-3,3-dimethyl-2-butyl]nicotinamide), ClC1=NC=C(C(=O)N[C@@H](C)C(C)(C)C)C=C1 (6-Chloro-N-[(S)-3,3-dimethyl-2-butyl]nicotinamide), C1(CC1)NC(=O)C=1C=C(C(=C(C1)B(O)O)C)F ({5-[(cyclopropylamino)carbonyl]-3-fluoro-2-methylphenyl}boronic acid), C1(CC1)NC(=O)C=1C=C(C(=C(C1)B(O)O)C)F ({5-[(cyclopropylamino)carbonyl]-3-fluoro-2-methylphenyl}boronic acid), C(O)([O-])=O.[Na+] (sodiumhydrogen carbonate). The reagents and catalysts are C=1C=CC(=CC1)[P](C=2C=CC=CC2)(C=3C=CC=CC3)[Pd]([P](C=4C=CC=CC4)(C=5C=CC=CC5)C=6C=CC=CC6)([P](C=7C=CC=CC7)(C=8C=CC=CC8)C=9C=CC=CC9)[P](C=1C=CC=CC1)(C=1C=CC=CC1)C=1C=CC=CC1 (tetrakis(triphenylphosphine)palladium). Run in CC(C)O (propan-2-ol). Reaction conditions: temperature 90 celsius. Yields the product C1(CC1)NC(=O)C=1C=C(C(=C(C1)C1=CC=C(C=N1)C(=O)N[C@H](C(C)(C)C)C)C)F (6-{5-[(cyclopropylamino)carbonyl]-3-fluoro-2-methylphenyl}-N-[(1S)-1,2,2-trimethylpropyl]-3-pyridinecarboxamide). RXN SMILES: Cl[C:2]1[CH:16]=[CH:15][C:5]([C:6]([NH:8][C@H:9]([C:11]([CH3:14])([CH3:13])[CH3:12])[CH3:10])=[O:7])=[CH:4][N:3]=1.[CH:17]1([NH:20][C:21]([C:23]2[CH:24]=[C:25]([F:33])[C:26]([CH3:32])=[C:27](B(O)O)[CH:28]=2)=[O:22])[CH2:19][CH2:18]1.C(=O)([O-])O.[Na+]>CC(O)C.C1C=CC([P]([Pd]([P](C2C=CC=CC=2)(C2C=CC=CC=2)C2C=CC=CC=2)([P](C2C=CC=CC=2)(C2C=CC=CC=2)C2C=CC=CC=2)[P](C2C=CC=CC=2)(C2C=CC=CC=2)C2C=CC=CC=2)(C2C=CC=CC=2)C2C=CC=CC=2)=CC=1>[CH:17]1([NH:20][C:21]([C:23]2[CH:24]=[C:25]([F:33])[C:26]([CH3:32])=[C:27]([C:2]3[N:3]=[CH:4][C:5]([C:6]([NH:8][C@@H:9]([CH3:10])[C:11]([CH3:14])([CH3:13])[CH3:12])=[O:7])=[CH:15][CH:16]=3)[CH:28]=2)=[O:22])[CH2:19][CH2:18]1 |f:2.3,^1:46,48,67,86|. Procedure: 6-Chloro-N-[(S)-3,3-dimethyl-2-butyl]nicotinamide (Intermediate 16, 100 mg), {5-[(cyclopropylamino)carbonyl]-3-fluoro-2-methylphenyl}boronic acid (Intermediate 6, 100 mg), tetrakis(triphenylphosphine)palladium (10 mg) and aqueous sodiumhydrogen carbonate (4 ml) were mixed in propan-2-ol (8 ml) and heated at 90° C. under nitrogen for 18 hrs. The solvents were evaporated from the cooled reaction under vacuum and the residue dissolved as far as possible in ethylacetate. The solution was applied to ... Starting materials: BrCC(=O)Br (2-bromoacetyl bromide), C(C)OC1=C(CN)C=CC=C1 (2-ethoxy-benzylamine), COC=1C=C(CC2NCCOC3=C2C=C(C(=C3)OC)OC)C=CC1OC (5-(3,4-dimethoxy-benzyl)-7,8-dimethoxy-2,3,4,5-tetrahydro-benzo[f][1,4]oxazepine). Product: COC=1C=C(CC2N(CCOC3=C2C=C(C(=C3)OC)OC)CC(=O)NCC3=C(C=CC=C3)OCC)C=CC1OC (2-[5-(3,4-Dimethoxy-benzyl)-7,8-dimethoxy-2,3-dihydro-5H-benzo[f][1,4]oxazepin-4-yl]-N-(2-ethoxy-benzyl)-acetamide). RXN SMILES: Br[CH2:2][C:3](Br)=[O:4].[CH2:6]([O:8][C:9]1[CH:16]=[CH:15][CH:14]=[CH:13][C:10]=1[CH2:11][NH2:12])[CH3:7].[CH3:17][O:18][C:19]1[CH:20]=[C:21]([CH:38]=[CH:39][C:40]=1[O:41][CH3:42])[CH2:22][CH:23]1[C:29]2[CH:30]=[C:31]([O:36][CH3:37])[C:32]([O:34][CH3:35])=[CH:33][C:28]=2[O:27][CH2:26][CH2:25][NH:24]1>>[CH3:17][O:18][C:19]1[CH:20]=[C:21]([CH:38]=[CH:39][C:40]=1[O:41][CH3:42])[CH2:22][CH:23]1[C:29]2[CH:30]=[C:31]([O:36][CH3:37])[C:32]([O:34][CH3:35])=[CH:33][C:28]=2[O:27][CH2:26][CH2:25][N:24]1[CH2:2][C:3]([NH:12][CH2:11][C:10]1[CH:13]=[CH:14][CH:15]=[CH:16][C:9]=1[O:8][CH2:6][CH3:7])=[O:4]. Procedure: prepared by reaction of 2-bromoacetyl bromide with 2-ethoxy-benzylamine and 5-(3,4-dimethoxy-benzyl)-7,8-dimethoxy-2,3,4,5-tetrahydro-benzo[f][1,4]oxazepine Starting materials: OCCCN1N=CC(=C1)C=1C=CC(=C2C(N(CC12)C)=O)NC1=NC(=NC=C1C(F)(F)F)NC1=C(C=C(CP(OCC)(OCC)=O)C=C1)OC (diethyl (4-{[4-({7-[1-(3-hydroxypropyl)-1H-pyrazol-4-yl]-2-methyl-3-oxo-2,3-dihydro-1H-isoindol-4-yl}amino)-5-(trifluoromethyl)pyrimidin-2-yl]amino}-3-methoxybenzyl)phosphonate), NC1=C(C(=O)N(C)C)C=C(C=C1)C=1C=NN(C1)CCCO (2-Amino-5-[1-(3-hydroxypropyl)-1H-pyrazol-4-yl]-N,N-dimethylbenzamide), NC1=C(C(=O)N(C)C)C=C(C=C1)C=1C=NN(C1)CCCO (2-Amino-5-[1-(3-hydroxypropyl)-1H-pyrazol-4-yl]-N,N-dimethylbenzamide). The product is CN(C(=O)C1=C(C=CC(=C1)C=1C=NN(C1)CCCO)NC1=NC(=NC=C1C(F)(F)F)NC1=CC=C(CP(OCC)(OCC)=O)C=C1)C (Diethyl (4-{[4-({2-(dimethylcarbamoyl)-4-[1-(3-hydroxypropyl)-1H-pyrazol-4-yl]phenyl}amino)-5-(trifluoromethyl)pyrimidin-2-yl]amino}benzyl)phosphonate). The yield is 22.0%. Reaction SMILES: [OH:1][CH2:2][CH2:3][CH2:4][N:5]1[CH:9]=[C:8]([C:10]2[CH:11]=[CH:12][C:13]([NH:21][C:22]3[C:27]([C:28]([F:31])([F:30])[F:29])=[CH:26][N:25]=[C:24]([NH:32][C:33]4[CH:47]=[CH:46][C:36]([CH2:37][P:38](=[O:45])([O:42][CH2:43][CH3:44])[O:39][CH2:40][CH3:41])=[CH:35][C:34]=4OC)[N:23]=3)=[C:14]3[C:18]=2[CH2:17][N:16]([CH3:19])[C:15]3=[O:20])[CH:7]=[N:6]1.NC1C=CC(C2C=NN(CCCO)C=2)=CC=1C(N(C)C)=O>>[CH3:19][N:16]([CH3:17])[C:15]([C:14]1[CH:18]=[C:10]([C:8]2[CH:7]=[N:6][N:5]([CH2:4][CH2:3][CH2:2][OH:1])[CH:9]=2)[CH:11]=[CH:12][C:13]=1[NH:21][C:22]1[C:27]([C:28]([F:29])([F:31])[F:30])=[CH:26][N:25]=[C:24]([NH:32][C:33]2[CH:34]=[CH:35][C:36]([CH2:37][P:38](=[O:45])([O:39][CH2:40][CH3:41])[O:42][CH2:43][CH3:44])=[CH:46][CH:47]=2)[N:23]=1)=[O:20]. Procedure details: Prepared analogously to Compound 1B replacing Compound 1C with 2-Amino-5-[1-(3-hydroxypropyl)-1H-pyrazol-4-yl]-N,N-dimethylbenzamide (Compound 11C, 506 mg, 1.19 mmol) to afford 177 mg of the title compound (22%). 1H NMR (400 MHz, CD3OD) δ 8.29 (s, 1H), 8.16 (s, 1H), 7.97 (s, 1H), 7.71-7.79 (m, 2H), 7.62 (d, J=1.8 Hz, 1H), 7.40 (d, J=7.8 Hz, 2H), 7.12 (d, J=5.6 Hz, 2H), 4.32 (t, J=6.9 Hz, 2H), 3.91-4.04 (m, 4H), 3.55-3.61 (m, 2H), 3.07-3.16 (d, J=21 Hz, 2H), 3.04 (s, 3H), 2.91 (s, 3H), 2.10 (t, J...